From a dataset of the Open Reaction Database (ORD), a public repository of structured organic reaction records. describe an organic reaction: reactants, conditions, products, and yield The reactants are N1=CC=CC=C1 (pyridine), [Cr](=O)(=O)(O)O (chromic acid), OC1C(C(CC1)\C=C\C(CCCCC)(C)O)CCCCCCC(=O)OC (methyl trans-7-[2-hydroxy-5-(3-hydroxy-3-methyl-1-octenyl)cyclopentyl]heptanoate), formula 1. Run in C(Cl)Cl (methylene chloride), C(Cl)Cl (methylene chloride). Reaction conditions: time 20 minute. The product is OC(C=C[C@H]1[C@@H](C(CC1)=O)CCCCCCC(=O)OC)(CCCCC)C (Methyl trans-7-[2-(3-hydroxy-3-methyl-1-octenyl)-5-oxocyclopentyl]heptanoate). Reaction SMILES: N1C=CC=CC=1.[Cr](O)(O)(=O)=O.[OH:12][CH:13]1[CH2:17][CH2:16][CH:15](/[CH:18]=[CH:19]/[C:20]([OH:27])([CH3:26])[CH2:21][CH2:22][CH2:23][CH2:24][CH3:25])[CH:14]1[CH2:28][CH2:29][CH2:30][CH2:31][CH2:32][CH2:33][C:34]([O:36][CH3:37])=[O:35]>C(Cl)Cl>[OH:27][C:20]([CH3:26])([CH2:21][CH2:22][CH2:23][CH2:24][CH3:25])[CH:19]=[CH:18][C@@H:15]1[CH2:16][CH2:17][C:13](=[O:12])[C@H:14]1[CH2:28][CH2:29][CH2:30][CH2:31][CH2:32][CH2:33][C:34]([O:36][CH3:37])=[O:35]. Procedure: To a solution of dry pyridine (5.85 ml) in methylene chloride (135 ml, purified by shaking with H2SO4, and dried over CaO, and distilled) is added chromic acid (4 g) at 15° C. The mixture is stirred for 20 min. To this mixture is added a solution of the compound of formula 1 in which R2 is methyl, methyl trans-7-[2-hydroxy-5-(3-hydroxy-3-methyl-1-octenyl)cyclopentyl]heptanoate, described in Example 92, in methylene chloride (50 ml). The mixture is stirred for 1 hour. The reaction mixture is filt... Reactants: S1C2=C(C=C1C(C(=O)O)NC1=CC=CC=C1)C=CC=C2 (2-(benzo[b]thiophen-2-yl)-2-(phenylamino)acetic acid), N12C[C@@H](C(CC1)CC2)O ((R)-quinuclidin-3-ol), C=1C=CC2=C(C1)N=NN2O (HOBT), C1CCC(CC1)N=C=NC2CCCCC2 (DCC). Solvent: C1CCOC1 (THF). Reaction conditions: time 8 hour. Yields the product S1C2=C(C=C1C(C(=O)O[C@H]1CN3CCC1CC3)NC3=CC=CC=C3)C=CC=C2 ((R)-quinuclidin-3-yl 2-(benzo[b]thiophen-2-yl)-2-(phenylamino)acetate). Yield: 32.7%. As a reaction SMILES: [S:1]1[C:5]([CH:6]([NH:10][C:11]2[CH:16]=[CH:15][CH:14]=[CH:13][CH:12]=2)[C:7]([OH:9])=[O:8])=[CH:4][C:3]2[CH:17]=[CH:18][CH:19]=[CH:20][C:2]1=2.[N:21]12[CH2:28][CH2:27][CH:24]([CH2:25][CH2:26]1)[C@@H:23](O)[CH2:22]2.C1C=CC2N(O)N=NC=2C=1.C1CCC(N=C=NC2CCCCC2)CC1>C1COCC1>[S:1]1[C:5]([CH:6]([NH:10][C:11]2[CH:16]=[CH:15][CH:14]=[CH:13][CH:12]=2)[C:7]([O:9][C@@H:23]2[CH:24]3[CH2:27][CH2:28][N:21]([CH2:26][CH2:25]3)[CH2:22]2)=[O:8])=[CH:4][C:3]2[CH:17]=[CH:18][CH:19]=[CH:20][C:2]1=2. Procedure: A mixture of 2-(benzo[b]thiophen-2-yl)-2-(phenylamino)acetic acid (I30) (796 mg, 2.81 mmol), (R)-quinuclidin-3-ol (429 mg, 3.37 mmol), HOBT (516 mg, 3.37 mmol), and DCC (696 mg, 3.37 mmol) in THF (30 ml) was stirred at r.t. overnight. THF was evaporated, and the crude product was partitioned between EtOAc and 1M K2CO3. The organic phase was dried over Na2SO4, filtered and evaporated to dryness. The crude product was purified by flash chromatography (DCM/MeOH=98/2) to obtain (R)-quinuclidin-3-yl ... Starting materials: BrC=1C(=NC2=CC=C(C=C2N1)C(=O)OC)C1=CC=CC=C1 (methyl 3-bromo-2-phenylquinoxaline-6-carboxylate), N1(CCNCC1)C1=NC=CC=N1 (2-(piperazin-1-yl)pyrimidine), CCN(C(C)C)C(C)C (DIEA). Solvent: CN(C=O)C (N,N-dimethylformamide). Conditions: temperature 100 celsius, time 8 hour. Yields the product C1(=CC=CC=C1)C1=NC2=CC=C(C=C2N=C1N1CCN(CC1)C1=NC=CC=N1)C(=O)OC (Methyl 2-phenyl-3-(4-(pyrimidin-2-yl)piperazin-1-yl)quinoxaline-6-carboxylate). RXN SMILES: Br[C:2]1[C:3]([C:16]2[CH:21]=[CH:20][CH:19]=[CH:18][CH:17]=2)=[N:4][C:5]2[C:10]([N:11]=1)=[CH:9][C:8]([C:12]([O:14][CH3:15])=[O:13])=[CH:7][CH:6]=2.[N:22]1([C:28]2[N:33]=[CH:32][CH:31]=[CH:30][N:29]=2)[CH2:27][CH2:26][NH:25][CH2:24][CH2:23]1.CCN(C(C)C)C(C)C>CN(C)C=O>[C:16]1([C:3]2[C:2]([N:25]3[CH2:26][CH2:27][N:22]([C:28]4[N:29]=[CH:30][CH:31]=[CH:32][N:33]=4)[CH2:23][CH2:24]3)=[N:11][C:10]3[C:5](=[CH:6][CH:7]=[C:8]([C:12]([O:14][CH3:15])=[O:13])[CH:9]=3)[N:4]=2)[CH:21]=[CH:20][CH:19]=[CH:18][CH:17]=1. Reported procedure: Into a 8-mL sealed tube, was placed methyl 3-bromo-2-phenylquinoxaline-6-carboxylate (150 mg, 0.44 mmol, 1.00 equiv), 2-(piperazin-1-yl)pyrimidine (144.3 mg, 0.88 mmol, 2.00 equiv), DIEA (170.3 mg, 1.32 mmol, 3.00 equiv), N,N-dimethylformamide (3 mL). The resulting solution was stirred overnight at 100° C. in an oil bath. The resulting solution was concentrated under vacuum. The residue was applied onto a silica gel column with ethyl acetate/petroleum ether (1:50). This resulted in 192 mg (95%) ... The reactants are O=C1CCC(c2ccc(N3CCCC3)cc2)CC1, O=C(CNC(=O)c1cccc(C(F)(F)F)c1)NC1CNC1. The product is O=C(CNC(=O)c1cccc(C(F)(F)F)c1)NC1CN(C2CCC(c3ccc(N4CCCC4)cc3)CC2)C1. RXN SMILES: [N:1]1([c:6]2[cH:7][cH:8][c:9]([CH:12]3[CH2:13][CH2:14][C:15](=[O:18])[CH2:16][CH2:17]3)[cH:10][cH:11]2)[CH2:2][CH2:3][CH2:4][CH2:5]1.[NH:19]1[CH2:20][CH:21]([NH:23][C:24](=[O:25])[CH2:26][NH:27][C:28]([c:29]2[cH:30][c:31]([C:35]([F:36])([F:37])[F:38])[cH:32][cH:33][cH:34]2)=[O:39])[CH2:22]1>>[N:1]1([c:6]2[cH:7][cH:8][c:9]([CH:12]3[CH2:13][CH2:14][CH:15]([N:19]4[CH2:20][CH:21]([NH:23][C:24](=[O:25])[CH2:26][NH:27][C:28]([c:29]5[cH:30][c:31]([C:35]([F:36])([F:37])[F:38])[cH:32][cH:33][cH:34]5)=[O:39])[CH2:22]4)[CH2:16][CH2:17]3)[cH:10][cH:11]2)[CH2:2][CH2:3][CH2:4][CH2:5]1. Starting materials: C1CCOC1, CON(C)C(=O)C1CCCN(C(=O)OC(C)(C)C)C1, [Cl-], [Mg+]c1cccc(Cl)c1. The product is CC(C)(C)OC(=O)N1CCCC(C(=O)c2cccc(Cl)c2)C1. Reaction SMILES: [CH2:29]1[O:30][CH2:31][CH2:32][CH2:33]1.[CH3:10][O:11][N:12]([C:13](=[O:14])[CH:15]1[CH2:16][N:17]([C:21](=[O:22])[O:23][C:24]([CH3:25])([CH3:26])[CH3:27])[CH2:18][CH2:19][CH2:20]1)[CH3:28].[Cl-:1].[Cl:2][c:3]1[cH:4][c:5]([Mg+:9])[cH:6][cH:7][cH:8]1>>[Cl:2][c:3]1[cH:4][c:5]([C:13](=[O:14])[CH:15]2[CH2:16][N:17]([C:21](=[O:22])[O:23][C:24]([CH3:25])([CH3:26])[CH3:27])[CH2:18][CH2:19][CH2:20]2)[cH:6][cH:7][cH:8]1.